This data is from the Open Reaction Database (ORD), a public repository of structured organic reaction records. The task is: describe an organic reaction: reactants, conditions, products, and yield Starting materials: P(=O)([O-])([O-])[O-] (phosphate), OC1[C@H](O)[C@@H](O)[C@H](O[C@H]2[C@H](O)[C@@H](O)[C@@H](O)[C@H](O2)CO)[C@H](O1)CO (lactose), C(=O)([O-])[O-].[Ca+2] (CaCO3), C(C1C(C(C(C(O1)O)O)O)O)O (hexose), C(=O)([O-])[O-].[Ca+2] (CaCO3). The solvent is O (water). Product: C([C@@H]1[C@@H]([C@@H]([C@H]([C@@H](O1)O[C@H]([C@@H](CO)O)[C@@H]([C@H](C(=O)[O-])O)O)O)O)O)O.C([C@@H]1[C@@H]([C@@H]([C@H]([C@@H](O1)O[C@H]([C@@H](CO)O)[C@@H]([C@H](C(=O)[O-])O)O)O)O)O)O.[Ca+2] (calcium lactobionate). Reaction SMILES: P([O-])([O-])([O-])=O.[OH:6][CH:7]1[O:26][C@H:25]([CH2:27][OH:28])[C@@H:12]([O:13][C@@H:14]2[O:22][C@H:21]([CH2:23][OH:24])[C@H:19]([OH:20])[C@H:17]([OH:18])[C@H:15]2[OH:16])[C@H:10]([OH:11])[C@H:8]1[OH:9].C([O-])([O-])=[O:30].[Ca+2:33].C(O)C1[O:40]C(O)C(O)C(O)C1O>O>[CH2:23]([OH:24])[C@H:21]1[O:22][C@@H:14]([O:13][C@@H:12]([C@H:10]([OH:11])[C@@H:8]([OH:9])[C:7]([O-:26])=[O:6])[C@H:25]([OH:30])[CH2:27][OH:28])[C@H:15]([OH:16])[C@@H:17]([OH:18])[C@H:19]1[OH:20].[CH2:23]([OH:24])[C@H:21]1[O:22][C@@H:14]([O:13][C@@H:12]([C@H:10]([OH:11])[C@@H:8]([OH:9])[C:7]([O-:26])=[O:6])[C@H:25]([OH:40])[CH2:27][OH:28])[C@H:15]([OH:16])[C@@H:17]([OH:18])[C@H:19]1[OH:20].[Ca+2:33] |f:2.3,6.7.8|. Procedure: In 5 L of a 10 mM phosphate buffer solution (pH 7.0) containing 1000 g of lactose and 825 g of CaCO3, 200 g of GRINGAMYL SURE BAKE 800 (manufactured by DANISCO, a recombinant enzyme of marine algae-origin hexose oxidase) was suspended to give a liquid reaction mixture. This liquid reaction mixture was allowed to react under stirring and aerating (blowing air at a rate of 0.5 times by volume as much as the liquid reaction mixture per minute) for 2 days at 30° C. Then, the liquid reaction mixture ... Starting materials: P(=O)(Cl)(Cl)Cl (Phosphoryl chloride), CC1=NOC(=C1C1=CC(=C2C=3N(C(COC31)C=3C=NC=CC3)C(N2)=O)F)C (7-(3,5-dimethylisoxazol-4-yl)-9-fluoro-4-pyridin-3-yl-4,5-dihydroimidazo[1,5,4-de][1,4]benzoxazin-2(1H)-one). Run at temperature 90 celsius, time 8 hour. Yields the product ClC1=NC2=C(C=C(C3=C2N1C(CO3)C=3C=NC=CC3)C=3C(=NOC3C)C)F (2-Chloro-7-(3,5-dimethylisoxazol-4-yl)-9-fluoro-4-pyridin-3-yl-4,5-dihydroimidazo[1,5,4-de][1,4]benzoxazine). RXN SMILES: P(Cl)(Cl)([Cl:3])=O.[CH3:6][C:7]1[C:11]([C:12]2[C:21]3[O:20][CH2:19][CH:18]([C:22]4[CH:23]=[N:24][CH:25]=[CH:26][CH:27]=4)[N:17]4[C:28](=O)[NH:29][C:15]([C:16]=34)=[C:14]([F:31])[CH:13]=2)=[C:10]([CH3:32])[O:9][N:8]=1>>[Cl:3][C:28]1[N:17]2[CH:18]([C:22]3[CH:23]=[N:24][CH:25]=[CH:26][CH:27]=3)[CH2:19][O:20][C:21]3=[C:16]2[C:15](=[C:14]([F:31])[CH:13]=[C:12]3[C:11]2[C:7]([CH3:6])=[N:8][O:9][C:10]=2[CH3:32])[N:29]=1. Procedure details: Phosphoryl chloride (1.5 mL, 16 mmol) was added to a vial charged with 7-(3,5-dimethylisoxazol-4-yl)-9-fluoro-4-pyridin-3-yl-4,5-dihydroimidazo[1,5,4-de][1,4]benzoxazin-2(1H)-one (32 mg, 0.087 mmol) and the mixture was stirred overnight at 90° C. The mixture was quenched with ice-cold water, diluted with NaHCO3 and extracted with ethyl acetate. The organic extracts were collected and evaporated to afford the title compound. LCMS calc. for C19H15ClFN4O2 (M+H)+: m/z=385.1. found: 385.1. Reactants: COC1=CC(=CC(=C1)C(F)(F)F)C(F)(F)F (1-methoxy-3,5-bis(trifluoromethyl)benzene), [Li]CCCC (n-BuLi), C(=O)=O (Dry ice). Run in CCOCC (ether). Reaction conditions: time 1 hour. The product is COC1=C(C(=O)O)C(=CC(=C1)C(F)(F)F)C(F)(F)F (2-methoxy-4,6-bis(trifluoromethy)benzoic acid). Isolated yield 50.0%. Reaction SMILES: [CH3:1][O:2][C:3]1[CH:8]=[C:7]([C:9]([F:12])([F:11])[F:10])[CH:6]=[C:5]([C:13]([F:16])([F:15])[F:14])[CH:4]=1.[Li]CCCC.[C:22](=[O:24])=[O:23]>CCOCC>[CH3:1][O:2][C:3]1[CH:4]=[C:5]([C:13]([F:14])([F:15])[F:16])[CH:6]=[C:7]([C:9]([F:10])([F:11])[F:12])[C:8]=1[C:22]([OH:24])=[O:23]. Procedure details: To a solution of 1-methoxy-3,5-bis(trifluoromethyl)benzene (48, 0.56 g, 2.33 mmol) in anhydrous ether (5 mL) was slowly added n-BuLi (1.6 M solution in hexanes, 3 mL, 4.66 mmol) at 0° C. The reaction mixture was stirred at room temperature for 1 h. Dry ice was added into the yellow suspension until the starting material was completely consumed as monitored by TLC. The reaction was quenched with H2O (3 mL) and organic layer was separated. The aqueous layer was acidified with concentrated HCl, and...